Dataset: the Open Reaction Database (ORD), a public repository of structured organic reaction records. Task: describe an organic reaction: reactants, conditions, products, and yield Starting materials: CC(=O)O, [Cl-], [Cl-], O=C(O)C(F)(F)F, Oc1ccc2c(c1)C(CC1=C[NH2+]C=N1)CC2. The product is [Cl-], CC(=O)Oc1ccc2c(c1)C(CC1=C[NH2+]C=N1)CC2. RXN SMILES: [C:19]([CH3:20])(=[O:21])[OH:22].[Cl-:18].[Cl-:1].[OH:23][C:24]([C:25]([F:26])([F:27])[F:28])=[O:29].[OH:2][c:3]1[cH:4][cH:5][c:6]2[c:10]([cH:11]1)[CH:9]([CH2:12][C:13]1=[CH:17][NH2+:16][CH:15]=[N:14]1)[CH2:8][CH2:7]2>>[Cl-:1].[O:2]([c:3]1[cH:4][cH:5][c:6]2[c:10]([cH:11]1)[CH:9]([CH2:12][C:13]1=[CH:17][NH2+:16][CH:15]=[N:14]1)[CH2:8][CH2:7]2)[C:19]([CH3:20])=[O:21].